This data is from the Open Reaction Database (ORD), a public repository of structured organic reaction records. The task is: describe an organic reaction: reactants, conditions, products, and yield Starting materials: CC1=CC=C(C=C1)S(=O)(=O)NCC#C (4-methyl-N-(prop-2-yn-1-yl)benzenesulfonamide), C([O-])([O-])=O.[K+].[K+] (potassium carbonate), BrC/C=C/C1=C(C=CC=C1)Cl ((E)-1-(3-Bromoprop-1-en-1-yl)-2-chlorobenzene). Reaction conditions: time 8 hour. The product is ClC1=C(C=CC=C1)C=CCN(S(=O)(=O)C1=CC=C(C=C1)C)CC#C (N-(3-(2-Chlorophenyl)allyl)-4-methyl-N-(prop-2-yn-1-yl)benzene sulfonamide). Yield: 78.2%. Reaction SMILES: [CH3:1][C:2]1[CH:7]=[CH:6][C:5]([S:8]([NH:11][CH2:12][C:13]#[CH:14])(=[O:10])=[O:9])=[CH:4][CH:3]=1.C(=O)([O-])[O-].[K+].[K+].Br[CH2:22]/[CH:23]=[CH:24]/[C:25]1[CH:30]=[CH:29][CH:28]=[CH:27][C:26]=1[Cl:31]>>[Cl:31][C:26]1[CH:27]=[CH:28][CH:29]=[CH:30][C:25]=1[CH:24]=[CH:23][CH2:22][N:11]([CH2:12][C:13]#[CH:14])[S:8]([C:5]1[CH:6]=[CH:7][C:2]([CH3:1])=[CH:3][CH:4]=1)(=[O:10])=[O:9] |f:1.2.3|. Procedure details: To an oven-dried, 100 mL three-necked round-bottomed flask equipped with a stir bar, two septa and a nitrogen inlet adaptor was added 4-methyl-N-(prop-2-yn-1-yl)benzenesulfonamide (S17) (1.0 g, 4.8 mmol) and potassium carbonate (2.69 g, 19.2 mmol). The flask was evacuated and refilled with nitrogen three times, then MeCN (60 mL) was added. (E)-1-(3-Bromoprop-1-en-1-yl)-2-chlorobenzene (S14) (1.66 g, 7.2 mmol) was added dropwise via syringe, turning the solution dark yellow. The mixture was heate... The reactants are FC=1C=NC=CC1N (3-fluoro-4-aminopyridine), ClC1=NC=NC2=C1OCCN2C2CCN(CC2)C(=O)OC(C)C (isopropyl 4-(4-chloro-6H-pyrimido[5,4-b][1,4]oxazin-8(7H)-yl)piperidine-1-carboxylate). Yields the product FC=1C=NC=CC1NC1=NC=NC2=C1OCCN2C2CCN(CC2)C(=O)OC(C)C (Isopropyl 4-(4-(3-fluoropyridin-4-ylamino)-6H-pyrimido[5,4-b][1,4]oxazin-8(7H)-yl)piperidine-1-carboxylate). Reaction SMILES: [F:1][C:2]1[CH:3]=[N:4][CH:5]=[CH:6][C:7]=1[NH2:8].Cl[C:10]1[C:15]2[O:16][CH2:17][CH2:18][N:19]([CH:20]3[CH2:25][CH2:24][N:23]([C:26]([O:28][CH:29]([CH3:31])[CH3:30])=[O:27])[CH2:22][CH2:21]3)[C:14]=2[N:13]=[CH:12][N:11]=1>>[F:1][C:2]1[CH:3]=[N:4][CH:5]=[CH:6][C:7]=1[NH:8][C:10]1[C:15]2[O:16][CH2:17][CH2:18][N:19]([CH:20]3[CH2:25][CH2:24][N:23]([C:26]([O:28][CH:29]([CH3:31])[CH3:30])=[O:27])[CH2:22][CH2:21]3)[C:14]=2[N:13]=[CH:12][N:11]=1. Procedure details: By the procedure described in Example 3, with the exception that 3-fluoro-4-aminopyridine was used instead of 2-fluoro-4-(methylsulfonyl)aniline, isopropyl 4-(4-chloro-6H-pyrimido[5,4-b][1,4]oxazin-8(7H)-yl)piperidine-1-carboxylate from Example 20A was converted into Example 121. 1H NMR (500 MHz, CDCl3) δ ppm 1.23 (d, J=6.60 Hz, 6H) 1.62 (s, 2H) 1.66-1.73 (m, 2H) 2.84-2.93 (m, 2H) 3.43-3.46 (m, 2H) 4.23-4.31 (m, 4H) 4.79-4.87 (m, 1H) 4.87-4.94 (m, 1H) 7.19 (d, J=3.30 Hz, 1H) 8.08 (s, 1H) 8.25 (d... Starting materials: C(CN)N (ethylenediamine), aryl chloride, N (NH3), ClC1=CC(=NC=2N1N=C(C2C2=C(C=C(C=C2C)Cl)C)C)C (7-chloro-2,5-dimethyl-3-(4-chloro-2,6-dimethylphenyl)-pyrazolo[1,5-a] pyrimidine), diamine, C(Cl)Cl (CH2Cl2). Solvent: CO (MeOH), CC#N (CH3CN). The product is NCCNC1=CC(=NC=2N1N=C(C2C2=C(C=C(C=C2C)Cl)C)C)C (7-(2-aminoethylamino)-2,5-dimethyl-3-(4-chloro-2,6-dimethylphenyl)-pyrazolo[1,5-a] pyrimidine). As a reaction SMILES: Cl[C:2]1[N:7]2[N:8]=[C:9]([CH3:20])[C:10]([C:11]3[C:16]([CH3:17])=[CH:15][C:14]([Cl:18])=[CH:13][C:12]=3[CH3:19])=[C:6]2[N:5]=[C:4]([CH3:21])[CH:3]=1.[CH2:22]([NH2:25])[CH2:23][NH2:24].N.C(Cl)Cl>CC#N.CO>[NH2:24][CH2:23][CH2:22][NH:25][C:2]1[N:7]2[N:8]=[C:9]([CH3:20])[C:10]([C:11]3[C:16]([CH3:17])=[CH:15][C:14]([Cl:18])=[CH:13][C:12]=3[CH3:19])=[C:6]2[N:5]=[C:4]([CH3:21])[CH:3]=1. Procedure details: Dissolve 7-chloro-2,5-dimethyl-3-(4-chloro-2,6-dimethylphenyl)-pyrazolo[1,5-a] pyrimidine in 25 mL CH3CN, then add excess ethylenediamine (5 mL) and heat to 80° C. for 3-6 h under N2 with attached reflux condenser. (TLC; product diamine Rf=0.5, aryl chloride Rf=1.0; [10% (2.0M NH3 in MeOH)/90% CH2Cl2] as eluent). Cool to ambient temperature and evaporate to yellow oil. Partition between CH2Cl2 (50 mL) and 1.0 N NaOH (50 mL), and extract aqueous layer 2×30 mL CH2Cl2. Pool organic layers, dry over...